From a dataset of the Open Reaction Database (ORD), a public repository of structured organic reaction records. describe an organic reaction: reactants, conditions, products, and yield The reactants are C1(CC1)N1CCN(CC1)C1(CCN(CC1)C(=O)OC(C)(C)C)CNC(C(F)(F)F)=O (tert-butyl 4-(4-cyclopropylpiperazin-1-yl)-4-((2,2,2-trifluoroacetamido)methyl)piperidine-1-carboxylate), [OH-].[Na+] (NaOH). The solvent is CO (methanol). Reaction conditions: time 2 hour. Product: NCC1(CCN(CC1)C(=O)OC(C)(C)C)N1CCN(CC1)C1CC1 (tert-Butyl 4-(aminomethyl)-4-(4-cyclopropylpiperazin-1-yl)-piperidine-1-carboxylate). Yield: 90.0%. RXN SMILES: [CH:1]1([N:4]2[CH2:9][CH2:8][N:7]([C:10]3([CH2:23][NH:24]C(=O)C(F)(F)F)[CH2:15][CH2:14][N:13]([C:16]([O:18][C:19]([CH3:22])([CH3:21])[CH3:20])=[O:17])[CH2:12][CH2:11]3)[CH2:6][CH2:5]2)[CH2:3][CH2:2]1.[OH-].[Na+]>CO>[NH2:24][CH2:23][C:10]1([N:7]2[CH2:8][CH2:9][N:4]([CH:1]3[CH2:3][CH2:2]3)[CH2:5][CH2:6]2)[CH2:11][CH2:12][N:13]([C:16]([O:18][C:19]([CH3:21])([CH3:22])[CH3:20])=[O:17])[CH2:14][CH2:15]1 |f:1.2|. Procedure: To a solution of tert-butyl 4-(4-cyclopropylpiperazin-1-yl)-4-((2,2,2-trifluoroacetamido)methyl)piperidine-1-carboxylate (3.22 mmol) in methanol (8 ml) was added 1 N NaOH solution (13 ml) and the reaction mixture was stirred at room temperature for 2 h. After completion the reaction mixture was extracted with ethyl acetate (3×). The combined organic layers were washed with brine, dried over sodium sulfate and the solvent was evaporated under reduced pressure to obtain the desired product. Yield:... Reactants: F[B-](F)(F)F, C=C(CN(CC)CC)C(=O)O, CCN(C(C)C)C(C)C, Clc1cc(Nc2ncnc3sc4c(c23)CCNC4)ccc1OCc1ccccn1, ClCCl, C1CCOC1, CN(C)C(On1nnc2ccccc21)=[N+](C)C. Product: C=C(CN(CC)CC)C(=O)N1CCc2c(sc3ncnc(Nc4ccc(OCc5ccccn5)c(Cl)c4)c23)C1. Reaction SMILES: [B-:41]([F:42])([F:43])([F:44])[F:45].[CH2:30]([CH3:31])[N:32]([CH2:33][CH3:34])[CH2:35][C:36]([C:37](=[O:38])[OH:39])=[CH2:40].[CH:63]([N:64]([CH:65]([CH3:66])[CH3:67])[CH2:68][CH3:69])([CH3:70])[CH3:71].[Cl:1][c:2]1[cH:3][c:4]([NH:16][c:17]2[n:18][cH:19][n:20][c:21]3[s:22][c:23]4[c:28]([c:29]23)[CH2:27][CH2:26][NH:25][CH2:24]4)[cH:5][cH:6][c:7]1[O:8][CH2:9][c:10]1[n:11][cH:12][cH:13][cH:14][cH:15]1.[Cl:77][CH2:78][Cl:79].[O:72]1[CH2:73][CH2:74][CH2:75][CH2:76]1.[n:46]1([O:47][C:48]([N:49]([CH3:50])[CH3:51])=[N+:52]([CH3:53])[CH3:54])[c:55]2[cH:56][cH:57][cH:58][cH:59][c:60]2[n:61][n:62]1>>[Cl:1][c:2]1[cH:3][c:4]([NH:16][c:17]2[n:18][cH:19][n:20][c:21]3[s:22][c:23]4[c:28]([c:29]23)[CH2:27][CH2:26][N:25]([C:37]([C:36]([CH2:35][N:32]([CH2:30][CH3:31])[CH2:33][CH3:34])=[CH2:40])=[O:38])[CH2:24]4)[cH:5][cH:6][c:7]1[O:8][CH2:9][c:10]1[n:11][cH:12][cH:13][cH:14][cH:15]1. Starting materials: Cn1nc(NCC(=O)NC2CN(C(=O)OC(C)(C)C)C2)c2cc(C(F)(F)F)ccc21, O=C(O)C(F)(F)F. The product is O=C(O)C(F)(F)F, Cn1nc(NCC(=O)NC2CNC2)c2cc(C(F)(F)F)ccc21. Reaction SMILES: [C:8]([O:9][C:10](=[O:11])[N:15]1[CH2:16][CH:17]([NH:19][C:20]([CH2:21][NH:22][c:23]2[n:24][n:25]([CH3:36])[c:26]3[cH:27][cH:28][c:29]([C:32]([F:33])([F:34])[F:35])[cH:30][c:31]23)=[O:37])[CH2:18]1)([CH3:12])([CH3:13])[CH3:14].[F:1][C:2]([C:3](=[O:4])[OH:5])([F:6])[F:7]>>[F:1][C:2]([C:3](=[O:4])[OH:5])([F:6])[F:7].[NH:15]1[CH2:16][CH:17]([NH:19][C:20]([CH2:21][NH:22][c:23]2[n:24][n:25]([CH3:36])[c:26]3[cH:27][cH:28][c:29]([C:32]([F:33])([F:34])[F:35])[cH:30][c:31]23)=[O:37])[CH2:18]1. Starting materials: COC(=O)c1cc(C)nc(CO)c1, Cl. Yields the product Cl, Cc1cc(C(=O)O)cc(CO)n1. Reaction SMILES: [CH3:1][O:2][C:3]([c:4]1[cH:5][c:6]([CH2:11][OH:12])[n:7][c:8]([CH3:10])[cH:9]1)=[O:13].[ClH:14]>>[ClH:14].[O:2]=[C:3]([c:4]1[cH:5][c:6]([CH2:11][OH:12])[n:7][c:8]([CH3:10])[cH:9]1)[OH:13]. The reactants are ethereal solution, [N+](=[N-])=C (diazomethane), CC1=C(C(C(=O)O)=C(C=C1)CCC(C(C(C(C(C1OC(CC1C)(C1OC(C(CC1)(O)CC)C)CC)CC)=NO)C)O)C)O ((-)-3-methyl-6-{7-ethyl-4-hydroxy-6-hydroxyimino-3,5-dimethyl-7-[5-ethyl-3-methyl-5-(5-ethyl-5hydroxy-6-methyl-2tetrahydropyranyl)-2-tetrahydrofuryl]heptyl}salicylic acid), [Na] (sodium), Cl (HCl). Run in C(Cl)Cl (methylene chloride). Product: CC1=C(C(C(=O)OC)=C(C=C1)CCC(C(C(C(C(C1OC(CC1C)(C1OC(C(CC1)(O)CC)C)CC)CC)=NO)C)O)C)O (3-methyl-6-{7-ethyl-4-hydroxy-6-hydroxyimino-3,5-dimethyl-7-[5-ethyl-3-methyl-5-(5-ethyl-5-hydroxy-6-methyl-2-tetrahydropyranyl)-2-tetrahydrofuryl]heptyl} salicylic acid, methyl ester). RXN SMILES: [CH3:1][C:2]1[CH:10]=[CH:9][C:8]([CH2:11][CH2:12][CH:13]([CH3:42])[CH:14]([OH:41])[CH:15]([CH3:40])[C:16](=[N:38][OH:39])[CH:17]([CH2:36][CH3:37])[CH:18]2[CH:22]([CH3:23])[CH2:21][C:20]([CH2:34][CH3:35])([CH:24]3[CH2:29][CH2:28][C:27]([CH2:31][CH3:32])([OH:30])[CH:26]([CH3:33])[O:25]3)[O:19]2)=[C:4]([C:5]([OH:7])=[O:6])[C:3]=1[OH:43].[Na].Cl.[N+](=[CH2:48])=[N-]>C(Cl)Cl>[CH3:1][C:2]1[CH:10]=[CH:9][C:8]([CH2:11][CH2:12][CH:13]([CH3:42])[CH:14]([OH:41])[CH:15]([CH3:40])[C:16](=[N:38][OH:39])[CH:17]([CH2:36][CH3:37])[CH:18]2[CH:22]([CH3:23])[CH2:21][C:20]([CH2:34][CH3:35])([CH:24]3[CH2:29][CH2:28][C:27]([CH2:31][CH3:32])([OH:30])[CH:26]([CH3:33])[O:25]3)[O:19]2)=[C:4]([C:5]([O:7][CH3:48])=[O:6])[C:3]=1[OH:43] |^1:43|. Procedure: A solution of 3.55 g of (-)-3-methyl-6-{7-ethyl-4-hydroxy-6-hydroxyimino-3,5-dimethyl-7-[5-ethyl-3-methyl-5-(5-ethyl-5hydroxy-6-methyl-2tetrahydropyranyl)-2-tetrahydrofuryl]heptyl}salicylic acid, sodium salt in 100 ml methylene chloride was treated with 1N HCl. The solvent layer was separated, washed with water and concentrated under reduced pressure to a solid. A portion (1.3 g) of the solid, equal to 2.15 millimole, was dissolved in ether and treated with 4.25 millimole of an ethereal solution... Reactants: OC1=C(C=C(C=C1)C(C)=O)SC (1-[4-hydroxy-3-(methylmercapto)phenyl]-ethanone), C(=O)([O-])[O-].[K+].[K+] (K2CO3), BrCCCBr (1,3-dibromopropane). Run in C(C)#N (acetonitrile). Conditions: time 8 hour. Product: BrCCCOC1=C(C=C(C=C1)C(C)=O)SC (1-[4-(3-bromopropoxy)-3-(methylmercapto)phenyl]ethanone). RXN SMILES: [OH:1][C:2]1[CH:7]=[CH:6][C:5]([C:8](=[O:10])[CH3:9])=[CH:4][C:3]=1[S:11][CH3:12].C([O-])([O-])=O.[K+].[K+].[Br:19][CH2:20][CH2:21][CH2:22]Br>C(#N)C>[Br:19][CH2:20][CH2:21][CH2:22][O:1][C:2]1[CH:7]=[CH:6][C:5]([C:8](=[O:10])[CH3:9])=[CH:4][C:3]=1[S:11][CH3:12] |f:1.2.3|. Reported procedure: A mixture of 1-[4-hydroxy-3-(methylmercapto)phenyl]-ethanone (5.4 g; 30 mmol), K2CO3 (4.2 g), 1,3-dibromopropane (8 g, 39 mmol) in acetonitrile (150 ml) was heated at reflux for 3 hours and stirred at room temperature overnight. Acetonitrile was removed at reduced pressure and the residue was extracted into dichloromethane (250 ml). Insolubles were filtered off. The dichloromethane solution was concentrated. The crude product was purified on a silica gel column (SiO2, 100 g; eluted with 3:2 hexa... Starting materials: O=C(O)c1ccncc1Cl, Nc1cc(C(F)(C(F)(F)F)C(F)(F)F)ccc1O. Product: O=C(Nc1cc(C(F)(C(F)(F)F)C(F)(F)F)ccc1O)c1ccncc1Cl. RXN SMILES: [Cl:1][c:2]1[c:3]([C:4](=[O:5])[OH:6])[cH:7][cH:8][n:9][cH:10]1.[NH2:11][c:12]1[c:13]([OH:28])[cH:14][cH:15][c:16]([C:18]([C:19]([F:20])([F:21])[F:22])([C:23]([F:24])([F:25])[F:26])[F:27])[cH:17]1>>[Cl:1][c:2]1[c:3]([C:4](=[O:6])[NH:11][c:12]2[c:13]([OH:28])[cH:14][cH:15][c:16]([C:18]([C:19]([F:20])([F:21])[F:22])([C:23]([F:24])([F:25])[F:26])[F:27])[cH:17]2)[cH:7][cH:8][n:9][cH:10]1. The reactants are COC(CCCCC1C[C@H]2[C@H](C[C@H]([C@@H]2\C=C\[C@H](CCCCC)OC2OCCCC2)OC2OCCCC2)O1)=O ((13E)-(6RS,9α,11α,15S)-6,9-epoxy-11,15-bis-(tetrahydropyran-2-yloxy)prost-13-enoic acid methyl ester). Run in O1CCCC1 (tetrahydrofuran), C(C)(=O)O (acetic acid). Yields the product COC(CCCCC1C[C@H]2[C@H](C[C@H]([C@@H]2\C=C\[C@H](CCCCC)O)O)O1)=O ((13E)-(6RS,9α,11α,15S)-6,9-Epoxy-11,15-dihydroxyprost-13-enoic acid methyl ester). The yield is 73.7%. RXN SMILES: [CH3:1][O:2][C:3](=[O:38])[CH2:4][CH2:5][CH2:6][CH2:7][CH:8]1[O:37][C@H:11]2[CH2:12][C@@H:13]([O:30]C3CCCCO3)[C@H:14](/[CH:15]=[CH:16]/[C@@H:17]([O:23]C3CCCCO3)[CH2:18][CH2:19][CH2:20][CH2:21][CH3:22])[C@H:10]2[CH2:9]1>O1CCCC1.C(O)(=O)C>[CH3:1][O:2][C:3](=[O:38])[CH2:4][CH2:5][CH2:6][CH2:7][CH:8]1[O:37][C@H:11]2[CH2:12][C@@H:13]([OH:30])[C@H:14](/[CH:15]=[CH:16]/[C@@H:17]([OH:23])[CH2:18][CH2:19][CH2:20][CH2:21][CH3:22])[C@H:10]2[CH2:9]1. Procedure: By proceeding as described in Example 2 but using 435 mg of (13E)-(6RS,9α,11α,15S)-6,9-epoxy-11,15-bis-(tetrahydropyran-2-yloxy)prost-13-enoic acid methyl ester (prepared as described in Example 5) dissolved in a mixture of 0.7 ml of tetrahydrofuran and 9 ml of 65% aqueous acetic acid, there were obtained 220 mg of the title compound having the following physical characteristics: Starting materials: COC(=O)N[C@@H](C(C)(C)C)C(=O)O (N-methoxycarbonyl-(L)-tert-leucine), C=1C=CC2=C(C1)N=NN2O (HOBT), C(CCl)Cl (EDC), TEA, Cl.CC(C)(C1=CC=CC=C1)N1N=C(N=N1)C1=CC=C(C=C1)CN(C[C@@H]([C@H](CC1=CC=CC=C1)NC([C@@H](NC(=O)OC)[C@@H](C)CC)=O)O)N (1-{4-[2-(1-methyl-1-phenyl-ethyl)-2H-tetrazol-5-yl]-phenyl}-4(S)-hydroxy-2-amino-5(S)-N-(N-methoxycarbonyl-(L)-iso-leucyl)amino-6-phenyl-2-azahexane hydrochloride). Procedure details: With the exclusion of air, 128 mg (0.67 mmol) of N-methoxycarbonyl-(L)-tert-leucine (Example 2e), 243 mg (1.27 mmol) of EDC and 114 mg. (0.84 mmol) of HOBT are dissolved in 2 ml of DMF. After 15 min, 0.35 ml (2.5mmol) of TEA and 286 mg (0.42 mmol) of 1-{4-[2-(1-methyl-1-phenyl-ethyl)-2H-tetrazol-5-yl]-phenyl}-4(S)-hydroxy-2-amino-5(S)-N-(N-methoxycarbonyl-(L)-iso-leucyl)amino-6-phenyl-2-azahexane hydrochloride in 1.5 ml of DMF are added. After 20 hours, the mixture is worked up as described unde... Yields the product CC(C)(C1=CC=CC=C1)N1N=C(N=N1)C1=CC=C(C=C1)CN(C[C@@H]([C@H](CC1=CC=CC=C1)NC([C@@H](NC(=O)OC)[C@@H](C)CC)=O)O)NC([C@@H](NC(=O)OC)C(C)(C)C)=O (1-{4-[2-(1-Methyl-1-phenyl-ethyl)-2H-tetrazol-5-yl]-phenyl}-4(S)-hydroxy-2-N-(N-methoxycarbonyl-(L)-tert-leucyl)amino-5(S)-N-(N-methoxycarbonyl-(L)-iso-leucyl)amino-6-phenyl-2-azahexane). As a reaction SMILES: [CH3:1][O:2][C:3]([NH:5][C@H:6]([C:11]([OH:13])=O)[C:7]([CH3:10])([CH3:9])[CH3:8])=[O:4].C(Cl)CCl.C1C=CC2N(O)N=NC=2C=1.Cl.[CH3:29][C:30]([N:38]1[N:42]=[N:41][C:40]([C:43]2[CH:48]=[CH:47][C:46]([CH2:49][N:50]([NH2:75])[CH2:51][C@H:52]([OH:74])[C@@H:53]([NH:61][C:62](=[O:73])[C@H:63]([C@H:69]([CH2:71][CH3:72])[CH3:70])[NH:64][C:65]([O:67][CH3:68])=[O:66])[CH2:54][C:55]3[CH:60]=[CH:59][CH:58]=[CH:57][CH:56]=3)=[CH:45][CH:44]=2)=[N:39]1)([C:32]1[CH:37]=[CH:36][CH:35]=[CH:34][CH:33]=1)[CH3:31]>CN(C=O)C.C(OCC)(=O)C.C1(C)C=CC=CC=1.C(Cl)Cl>[CH3:29][C:30]([N:38]1[N:42]=[N:41][C:40]([C:43]2[CH:44]=[CH:45][C:46]([CH2:49][N:50]([NH:75][C:11](=[O:13])[C@H:6]([C:7]([CH3:8])([CH3:9])[CH3:10])[NH:5][C:3]([O:2][CH3:1])=[O:4])[CH2:51][C@H:52]([OH:74])[C@@H:53]([NH:61][C:62](=[O:73])[C@H:63]([C@H:69]([CH2:71][CH3:72])[CH3:70])[NH:64][C:65]([O:67][CH3:68])=[O:66])[CH2:54][C:55]3[CH:56]=[CH:57][CH:58]=[CH:59][CH:60]=3)=[CH:47][CH:48]=2)=[N:39]1)([C:32]1[CH:33]=[CH:34][CH:35]=[CH:36][CH:37]=1)[CH3:31] |f:3.4,6.7.8|. The solvent is CN(C)C=O (DMF), C(C)(=O)OCC.C1(=CC=CC=C1)C.C(Cl)Cl (ethyl acetate toluene methylene chloride), CN(C)C=O (DMF). Conditions: time 15 minute.